From a dataset of the Open Reaction Database (ORD), a public repository of structured organic reaction records. describe an organic reaction: reactants, conditions, products, and yield Reactants: CC(C)[Si](C(C)C)(C(C)C)n1cc(CCN2C(=O)c3ccccc3C2=O)c2cc(OCc3ccccc3)ccc21, CCOC(C)=O. Yields the product CC(C)[Si](C(C)C)(C(C)C)n1cc(CCN2C(=O)c3ccccc3C2=O)c2cc(O)ccc21. RXN SMILES: [CH2:1]([c:2]1[cH:3][cH:4][cH:5][cH:6][cH:7]1)[O:8][c:9]1[cH:10][c:11]2[c:12]([CH2:28][CH2:29][N:30]3[C:31](=[O:40])[c:32]4[cH:33][cH:34][cH:35][cH:36][c:37]4[C:38]3=[O:39])[cH:13][n:14]([Si:18]([CH:19]([CH3:20])[CH3:21])([CH:22]([CH3:23])[CH3:24])[CH:25]([CH3:26])[CH3:27])[c:15]2[cH:16][cH:17]1.[CH3:41][CH2:42][O:43][C:44]([CH3:45])=[O:46]>>[OH:8][c:9]1[cH:10][c:11]2[c:12]([CH2:28][CH2:29][N:30]3[C:31](=[O:40])[c:32]4[cH:33][cH:34][cH:35][cH:36][c:37]4[C:38]3=[O:39])[cH:13][n:14]([Si:18]([CH:19]([CH3:20])[CH3:21])([CH:22]([CH3:23])[CH3:24])[CH:25]([CH3:26])[CH3:27])[c:15]2[cH:16][cH:17]1. The reactants are OCC(C1NCCC2=CC(=C(C=C12)OC)OC)CO (1-[bis(hydroxymethyl)-methyl]-6,7-dimethoxy-1,2,3,4-tetrahydroisoquinoline), C1(=CC=CC=C1)N=C=O (phenylisocyanate). The solvent is C1(=CC=CC=C1)C (toluene). Yields the product C1(=CC=CC=C1)NC(=O)OCC(C1N(CCC2=CC(=C(C=C12)OC)OC)C(NC1=CC=CC=C1)=O)COC(NC1=CC=CC=C1)=O (1-[bis(phenylcarbamoyloxymethyl)-methyl]-2-(phenylcarbamoyl)-6,7-dimethoxy-1,2,3,4-tetrahydroisoquinoline). Reaction SMILES: [OH:1][CH2:2][CH:3]([CH2:18][OH:19])[CH:4]1[C:13]2[C:8](=[CH:9][C:10]([O:16][CH3:17])=[C:11]([O:14][CH3:15])[CH:12]=2)[CH2:7][CH2:6][NH:5]1.[C:20]1([N:26]=[C:27]=[O:28])[CH:25]=[CH:24][CH:23]=[CH:22][CH:21]=1>C1(C)C=CC=CC=1>[C:20]1([NH:26][C:27]([O:1][CH2:2][CH:3]([CH2:18][O:19][C:27](=[O:28])[NH:26][C:20]2[CH:25]=[CH:24][CH:23]=[CH:22][CH:21]=2)[CH:4]2[C:13]3[C:8](=[CH:9][C:10]([O:16][CH3:17])=[C:11]([O:14][CH3:15])[CH:12]=3)[CH2:7][CH2:6][N:5]2[C:27](=[O:28])[NH:26][C:20]2[CH:25]=[CH:24][CH:23]=[CH:22][CH:21]=2)=[O:28])[CH:25]=[CH:24][CH:23]=[CH:22][CH:21]=1. Reported procedure: 0.01 mole of 1-[bis(hydroxymethyl)-methyl]-6,7-dimethoxy-1,2,3,4-tetrahydroisoquinoline is reacted with 0.03 mole of phenylisocyanate in toluene, as described in Example 22. The aimed compound is obtained, which has the same physical and analytical characteristics as the product of Example 26 (Table 2). The reactants are ClC1=C2C=CN=C(C2=CC=C1)N (5-chloro-1-aminoisoquinoline), ClCC(C)=O (chloroacetone), C([O-])(O)=O.[Na+] (sodium bicarbonate). The solvent is C(C)O (ethanol). Run at temperature 60 celsius. Product: ClC1=C2C=CN3C(C2=CC=C1)=NC(=C3)C (7-chloro-2-methylimidazo[2,1-a]isoquinoline). Isolated yield 82.4%. As a reaction SMILES: [Cl:1][C:2]1[CH:11]=[CH:10][CH:9]=[C:8]2[C:3]=1[CH:4]=[CH:5][N:6]=[C:7]2[NH2:12].Cl[CH2:14][C:15](=O)[CH3:16].C(=O)(O)[O-].[Na+]>C(O)C>[Cl:1][C:2]1[CH:11]=[CH:10][CH:9]=[C:8]2[C:3]=1[CH:4]=[CH:5][N:6]1[CH:14]=[C:15]([CH3:16])[N:12]=[C:7]12 |f:2.3|. Procedure: A mixture of 5-chloro-1-aminoisoquinoline (2.8 g), chloroacetone (5.4 g) and sodium bicarbonate (7.6 g) in anhydrous ethanol (35 ml) was heated at 60° C. for 16 hours and filtered by suction. The filtrate was evaporated in vacuo and the residual solid was washed with ethanol to give 7-chloro-2-methylimidazo[2,1-a]isoquinoline (2.8 g). The reactants are N1C=CC2=C(C=CC=C12)C1=CC=C(C=2NC3=CC(=CC=C3C12)C(=O)N1CCN(CC1)C)C(=O)N (4-(1H-indol-4-yl)-7-(4-methylpiperazine-1-carbonyl)-9H-carbazole-1-carboxamide), TEA, FC1=CC=C(C(=O)Cl)C=C1 (4-fluorobenzoyl chloride), FC1=CC=C(C(=O)Cl)C=C1 (4-fluorobenzoyl chloride), TEA. Reagents/catalysts: CN(C)C=1C=CN=CC1 (DMAP). Solvent: C(Cl)Cl (DCM). Conditions: time 17 hour. The product is FC1=CC=C(C(=O)N2C=CC3=C(C=CC=C23)C2=CC=C(C=3NC4=CC(=CC=C4C23)C(=O)N2CCN(CC2)C)C(=O)N)C=C1 (4-(1-(4-fluorobenzoyl)-1H-indol-4-yl)-7-(4-methylpiperazine-1-carbonyl)-9H-carbazole-1-carboxamide). Isolated yield 34.0%. As a reaction SMILES: [NH:1]1[C:9]2[C:4](=[C:5]([C:10]3[C:22]4[C:21]5[C:16](=[CH:17][C:18]([C:23]([N:25]6[CH2:30][CH2:29][N:28]([CH3:31])[CH2:27][CH2:26]6)=[O:24])=[CH:19][CH:20]=5)[NH:15][C:14]=4[C:13]([C:32]([NH2:34])=[O:33])=[CH:12][CH:11]=3)[CH:6]=[CH:7][CH:8]=2)[CH:3]=[CH:2]1.[F:35][C:36]1[CH:44]=[CH:43][C:39]([C:40](Cl)=[O:41])=[CH:38][CH:37]=1>C(Cl)Cl.CN(C1C=CN=CC=1)C>[F:35][C:36]1[CH:44]=[CH:43][C:39]([C:40]([N:1]2[C:9]3[C:4](=[C:5]([C:10]4[C:22]5[C:21]6[C:16](=[CH:17][C:18]([C:23]([N:25]7[CH2:26][CH2:27][N:28]([CH3:31])[CH2:29][CH2:30]7)=[O:24])=[CH:19][CH:20]=6)[NH:15][C:14]=5[C:13]([C:32]([NH2:34])=[O:33])=[CH:12][CH:11]=4)[CH:6]=[CH:7][CH:8]=3)[CH:3]=[CH:2]2)=[O:41])=[CH:38][CH:37]=1. Reported procedure: A solution of 4-(1H-indol-4-yl)-7-(4-methylpiperazine-1-carbonyl)-9H-carbazole-1-carboxamide (Example 3-47, 50 mg, 0.100 mmol) in DCM (1 mL) was treated sequentially with DMAP (3.7 mg, 0.030 mmol), TEA (0.028 mL, 0.199 mmol) and 4-fluorobenzoyl chloride (0.013 mL, 0.110 mmol). The mixture was stirred at rt for 17 h, then was treated with additional 4-fluorobenzoyl chloride (0.013 mL, 0.110 mmol) and TEA (0.028 mL, 0.199 mmol) and stirring was continued for 111 h. The mixture was concentrated and... The reactants are [BH4-].[Na+] (sodium borohydride), CC(C(=O)O)C (2-methylpropionic acid), Cl.Cl.C(C)NC(CN1CC2=C(CC1)C1=C(OC2=O)C=C(C(=C1)OC)OC)C (3-[2-(ethylamino)propyl]-1,2,3,4-tetrahydro-8,9-dimethoxy-5H-[1]benzopyrano[3,4-c]pyridin-5-one dihydrochloride), C(C)(=O)[O-].[Na+] (sodium acetate). Product: C(C)N(C(CN1CC2=C(CC1)C1=C(OC2=O)C=C(C(=C1)OC)OC)C)CC(C)C (3-[2-[Ethyl(2-methylpropyl)amino]propyl]-1,2,3,4-tetrahydro-8,9-dimethoxy-5H-[1]benzopyrano[3,4-c]pyridin-5-one), base. Reaction SMILES: Cl.Cl.[CH2:3]([NH:5][CH:6]([CH3:27])[CH2:7][N:8]1[CH2:13][CH2:12][C:11]2[C:14]3[CH:22]=[C:21]([O:23][CH3:24])[C:20]([O:25][CH3:26])=[CH:19][C:15]=3[O:16][C:17](=[O:18])[C:10]=2[CH2:9]1)[CH3:4].C([O-])(=O)C.[Na+].[BH4-].[Na+].[CH3:35][CH:36]([CH3:40])[C:37](O)=O>>[CH2:3]([N:5]([CH2:35][CH:36]([CH3:40])[CH3:37])[CH:6]([CH3:27])[CH2:7][N:8]1[CH2:13][CH2:12][C:11]2[C:14]3[CH:22]=[C:21]([O:23][CH3:24])[C:20]([O:25][CH3:26])=[CH:19][C:15]=3[O:16][C:17](=[O:18])[C:10]=2[CH2:9]1)[CH3:4] |f:0.1.2,3.4,5.6|. Reported procedure: Prepared by the method described in Example 73 from 3-[2-(ethylamino)propyl]-1,2,3,4-tetrahydro-8,9-dimethoxy-5H-[1]benzopyrano[3,4-c]pyridin-5-one dihydrochloride (6.7 g, 0.016 moles), sodium acetate (2.6 g, 0.032 moles), sodium borohydride (3.3 g, 0.087 moles), and 2-methylpropionic acid (28.5 g, 0.32 moles) instead of acetic acid. Several recrystallizations from diisopropyl ether yielded the final product as the free base (1.4 g), mp 108°-111° C. Starting materials: CCO, Cl, CCOC(=N)c1cccc(I)c1, N. The product is Cl, N=C(N)c1cccc(I)c1. Reaction SMILES: [CH3:15][CH2:16][OH:17].[ClH:2].[I:3][c:4]1[cH:5][c:6]([C:7]([O:8][CH2:9][CH3:10])=[NH:11])[cH:12][cH:13][cH:14]1.[NH3:1]>>[ClH:2].[NH:1]=[C:7]([c:6]1[cH:5][c:4]([I:3])[cH:14][cH:13][cH:12]1)[NH2:11].